This data is from the Open Reaction Database (ORD), a public repository of structured organic reaction records. The task is: describe an organic reaction: reactants, conditions, products, and yield Starting materials: ClC1=C(C(=O)O)C=C(C=C1)C (2-chloro-5-methylbenzoic acid), OS(=O)(=O)O (H2SO4), C(C)O (ethanol). Product: ClC1=C(C(=O)OCC)C=C(C=C1)C (Ethyl 2-chloro-5-methylbenzoate). Isolated yield 96.0%. As a reaction SMILES: [Cl:1][C:2]1[CH:10]=[CH:9][C:8]([CH3:11])=[CH:7][C:3]=1[C:4]([OH:6])=[O:5].OS(O)(=O)=O.[CH2:17](O)[CH3:18]>>[Cl:1][C:2]1[CH:10]=[CH:9][C:8]([CH3:11])=[CH:7][C:3]=1[C:4]([O:6][CH2:17][CH3:18])=[O:5]. Reported procedure: To a solution of 2-chloro-5-methylbenzoic acid (7.62 mmol, 1.30 g) in ethanol (16 ml), H2SO4 (35 mmol, 1.82 ml) was added and the mixture was refluxed for 20 hours. The solvent was evaporated and the crude residue was dissolved in water. The solution neutralised with 6N NaOH aqueous solution and extracted with CHCl3. The organic phase was evaporated affording 1.46 g (yield 96%) of the expected product.